This data is from the Open Reaction Database (ORD), a public repository of structured organic reaction records. The task is: describe an organic reaction: reactants, conditions, products, and yield The reactants are IC1=C(C=CC(=C1)F)[N+](=O)[O-] (2-Iodo-4-fluoronitrobenzene), CS(=O)C1=CC=C(N)C=C1 (4-methylsulfinylaniline), CN(C=O)C (dimethylformamide), C([O-])([O-])=O.[K+].[K+] (potassium carbonate). The reagents and catalysts are [Cu] (copper). Product: FC1=CCC(C(=C1)C1=CC=C(C=C1)S(=O)C)(N)[N+](=O)[O-] (5-fluoro-4'-methylsulfinyl-2-nitrobiphenylamine). RXN SMILES: I[C:2]1[CH:7]=[C:6]([F:8])[CH:5]=[CH:4][C:3]=1[N+:9]([O-:11])=[O:10].[CH3:12][S:13]([C:15]1[CH:21]=[CH:20][C:18](N)=[CH:17][CH:16]=1)=[O:14].C(=O)([O-])[O-].[K+].[K+].C[N:29](C)C=O>[Cu]>[F:8][C:6]1[CH:7]=[C:2]([C:18]2[CH:20]=[CH:21][C:15]([S:13]([CH3:12])=[O:14])=[CH:16][CH:17]=2)[C:3]([N+:9]([O-:11])=[O:10])([NH2:29])[CH2:4][CH:5]=1 |f:2.3.4|. Procedure: 2-Iodo-4-fluoronitrobenzene (0.2 mole) and 4-methylsulfinylaniline (0.2 mole) are refluxed in dry dimethylformamide (300 ml.) containing copper powder (5 g) and some powdered potassium carbonate (20 g) under nitrogen for 18 hours. The suspension is filtered, and the organics are washed with water (6 times 100 ml.) in benzene (600 ml.). The benzene layer is extracted with 2.5 N HCl (7×200 ml.), and the acid layer is poured onto powdered sodium bicarbonate. The basic solution is extracted with ben... Reactants: C(C)(C)(C)OC(=O)N1C=CC2=CC=C(C=C12)C(=O)OCC1=CC=CC=C1 (benzyl 1-tert-butoxycarbonylindole-6-carboxylate). Reagents/catalysts: [Pd] (palladium on carbon). Run in C(=O)O.CO (formic acid methanol). Reaction conditions: time 4 hour. Product: C(C)(C)(C)OC(=O)N1C=CC2=CC=C(C=C12)C(=O)O (1-tert-butoxycarbonylindole-6-caroxylic acid). The yield is 90.3%. Reaction SMILES: [C:1]([O:5][C:6]([N:8]1[C:16]2[C:11](=[CH:12][CH:13]=[C:14]([C:17]([O:19]CC3C=CC=CC=3)=[O:18])[CH:15]=2)[CH:10]=[CH:9]1)=[O:7])([CH3:4])([CH3:3])[CH3:2]>C(O)=O.CO.[Pd]>[C:1]([O:5][C:6]([N:8]1[C:16]2[C:11](=[CH:12][CH:13]=[C:14]([C:17]([OH:19])=[O:18])[CH:15]=2)[CH:10]=[CH:9]1)=[O:7])([CH3:4])([CH3:2])[CH3:3] |f:1.2|. Procedure details: To a solution of benzyl 1-tert-butoxycarbonylindole-6-carboxylate (450 mg) in 5.0% formic acid-methanol (10.0 ml) was added 10% palladium on carbon (153 mg) and the mixture was stirred under nitrogen atmosphere at ambient temperature for 4 hours. The resulting solution was filtered through a bed of celite and the filtrate was concentrated in vacuo. The residue was diluted with chloroform and the solution was washed successively with water and brine. The organic layer was dried over magnesium sul... Starting materials: COc1ccc(C(=O)CCCCCl)cc1S(=O)(=O)Cl, [NH4+], C1CCOC1. Product: COc1ccc(C(=O)CCCCCl)cc1S(N)(=O)=O. Reaction SMILES: [Cl:2][CH2:3][CH2:4][CH2:5][CH2:6][C:7](=[O:8])[c:9]1[cH:10][cH:11][c:12]([O:19][CH3:20])[c:13]([S:15](=[O:16])(=[O:17])[Cl:18])[cH:14]1.[NH4+:1].[O:21]1[CH2:22][CH2:23][CH2:24][CH2:25]1>>[NH2:1][S:15]([c:13]1[c:12]([O:19][CH3:20])[cH:11][cH:10][c:9]([C:7]([CH2:6][CH2:5][CH2:4][CH2:3][Cl:2])=[O:8])[cH:14]1)(=[O:16])=[O:17].